Dataset: the Open Reaction Database (ORD), a public repository of structured organic reaction records. Task: describe an organic reaction: reactants, conditions, products, and yield The reactants are CS(=O)(=O)Cl (methanesulfonyl chloride), C(COCCOCCOCCO)O (tetraethylene glycol). The reagents and catalysts are [Ag]=O (silver oxide). The solvent is ClCCl (dichloromethane), ClCCl (dichloromethane). Conditions: time 2 day. The product is CS(=O)(=O)OCCOCCOCCOCCO (11-{(methylsulfonyl)oxy}-3,6,9-trioxaundecanol). The yield is 68.5%. As a reaction SMILES: [CH2:1]([OH:13])[CH2:2][O:3][CH2:4][CH2:5][O:6][CH2:7][CH2:8][O:9][CH2:10][CH2:11][OH:12].[CH3:14][S:15](Cl)(=[O:17])=[O:16]>ClCCl.[Ag]=O>[CH3:14][S:15]([O:12][CH2:11][CH2:10][O:9][CH2:8][CH2:7][O:6][CH2:5][CH2:4][O:3][CH2:2][CH2:1][OH:13])(=[O:17])=[O:16]. Procedure: 250 mL of dichloromethane was added to 25 g of tetraethylene glycol and 32.8 g of silver oxide, and then a solution of 17.7 g of methanesulfonyl chloride in 50 ml of dichloromethane was added dropwise. After stirring the reaction solution at room temperature for 2 days, the solution was filtered with a celite, and then the filtrate was concentrated under reduced pressure. The residue was purified with silica gel column chromatography to obtain 24 g of the objective compound. Reactants: [OH-].[Na+] (NaOH), C(C1=CC=CC=C1)OC(C1=C(C=C(C=C1)OCC1=CC=CC=C1)OCC1=CC=CC=C1)=O (2,4-Bis-benzyloxy-benzoic acid benzyl ester), Cl (HCl). Solvent: CO (MeOH). Conditions: temperature 65 celsius, time 48 hour. Product: C(C1=CC=CC=C1)OC1=C(C(=O)O)C=CC(=C1)OCC1=CC=CC=C1 (2,4-Bis-benzyloxy-benzoic acid). The yield is 38.4%. As a reaction SMILES: [OH-].[Na+].C([O:10][C:11](=[O:34])[C:12]1[CH:17]=[CH:16][C:15]([O:18][CH2:19][C:20]2[CH:25]=[CH:24][CH:23]=[CH:22][CH:21]=2)=[CH:14][C:13]=1[O:26][CH2:27][C:28]1[CH:33]=[CH:32][CH:31]=[CH:30][CH:29]=1)C1C=CC=CC=1.Cl>CO>[CH2:27]([O:26][C:13]1[CH:14]=[C:15]([O:18][CH2:19][C:20]2[CH:25]=[CH:24][CH:23]=[CH:22][CH:21]=2)[CH:16]=[CH:17][C:12]=1[C:11]([OH:34])=[O:10])[C:28]1[CH:29]=[CH:30][CH:31]=[CH:32][CH:33]=1 |f:0.1|. Procedure details: NaOH (1 N) (150 mL) was added to compound 36 (4.3 g) in MeOH (50 mL). The reaction mixture was heated to 65° C. with stirring for 48 h. After the reaction mixture was cooled down to room temperature, 1.0 M HCl (200 mL) was added to neutralize the reaction mixture. The solvent was concentrated under reduced pressure. The residue was extracted with CHCl3 and H2O. The combined organic layer was dried over MgSO4. After the MgSO4 was filtered off, the solvent was removed under reduced pressure. The r...